Dataset: the Open Reaction Database (ORD), a public repository of structured organic reaction records. Task: describe an organic reaction: reactants, conditions, products, and yield Reactants: C1CNC1, C=CC(=O)NC(C=C)C1CCC2(CC1)OCCO2. Product: O=C1C=CC(C2CCC3(CC2)OCCO3)N1. Reaction SMILES: [CH2:19]1[CH2:20][NH:21][CH2:22]1.[O:1]1[CH2:2][CH2:3][O:4][C:5]12[CH2:6][CH2:7][CH:8]([CH:11]([CH:12]=[CH2:13])[NH:14][C:15]([CH:16]=[CH2:17])=[O:18])[CH2:9][CH2:10]2>>[O:1]1[CH2:2][CH2:3][O:4][C:5]12[CH2:6][CH2:7][CH:8]([CH:11]1[NH:14][C:15](=[O:18])[CH:16]=[CH:17]1)[CH2:9][CH2:10]2. The reactants are N1=C(C=NC=C1)NC(=O)N1CC(C1)OC1=NC=C(C=C1)Br (3-(5-bromo-pyridin-2-yloxy)-azetidine-1-carboxylic acid pyrazin-2-ylamide), FC1=C(C=CC=C1)B(O)O (2-fluorophenylboronic acid), C([O-])([O-])=O.[K+].[K+] (potassium carbonate), C(Cl)Cl (CH2Cl2). The solvent is C(C)(=O)OCC (ethyl acetate), C1CCOC1.O (THF H2O). Conditions: temperature 100 celsius. The product is N1=C(C=NC=C1)NC(=O)N1CC(C1)OC1=NC=C(C=C1)C1=C(C=CC=C1)F (3-[5-(2-Fluoro-phenyl]-pyridin-2-yloxy]-azetidine-1-carboxylic acid pyrazin-2-ylamide). The yield is 64.3%. Reaction SMILES: [N:1]1[CH:6]=[CH:5][N:4]=[CH:3][C:2]=1[NH:7][C:8]([N:10]1[CH2:13][CH:12]([O:14][C:15]2[CH:20]=[CH:19][C:18](Br)=[CH:17][N:16]=2)[CH2:11]1)=[O:9].[F:22][C:23]1[CH:28]=[CH:27][CH:26]=[CH:25][C:24]=1B(O)O.C(=O)([O-])[O-].[K+].[K+].C(Cl)Cl>C(OCC)(=O)C.C1COCC1.O>[N:1]1[CH:6]=[CH:5][N:4]=[CH:3][C:2]=1[NH:7][C:8]([N:10]1[CH2:13][CH:12]([O:14][C:15]2[CH:20]=[CH:19][C:18]([C:24]3[CH:25]=[CH:26][CH:27]=[CH:28][C:23]=3[F:22])=[CH:17][N:16]=2)[CH2:11]1)=[O:9] |f:2.3.4,7.8|. Reported procedure: To a mixture of 3-(5-bromo-pyridin-2-yloxy)-azetidine-1-carboxylic acid pyrazin-2-ylamide (Example 6 step 4; 100 mg, 0.285 mmol), 2-fluorophenylboronic acid (Aldrich, 60 mg, 0.428 mmol), potassium carbonate (118 mg, 0.86 mmol) and 1,1-bis[(diphenylphosphino)-ferrocene]dichloropalladium(II) complex with CH2Cl2 (23 mg, 10 mole %) in a microwave vial was added THF/H2O (10:1, 3 mL). Nitrogen gas was bubbled through the mixture for 5 mins and the vial sealed and heated at 100° C. in microwave synthes... Reactants: Cn1ccnc1Sc1ccc(N)cc1Cl, COc1cc2ncc(C#N)c(Cl)c2cc1OC. The product is COc1cc2ncc(C#N)c(Nc3ccc(Sc4nccn4C)c(Cl)c3)c2cc1OC. Reaction SMILES: [Cl:18][c:19]1[cH:20][c:21]([NH2:22])[cH:23][cH:24][c:25]1[S:26][c:27]1[n:28]([CH3:32])[cH:29][cH:30][n:31]1.[Cl:1][c:2]1[c:3]([C:16]#[N:17])[cH:4][n:5][c:6]2[cH:7][c:8]([O:14][CH3:15])[c:9]([O:12][CH3:13])[cH:10][c:11]12>>[c:2]1([NH:22][c:21]2[cH:20][c:19]([Cl:18])[c:25]([S:26][c:27]3[n:28]([CH3:32])[cH:29][cH:30][n:31]3)[cH:24][cH:23]2)[c:3]([C:16]#[N:17])[cH:4][n:5][c:6]2[cH:7][c:8]([O:14][CH3:15])[c:9]([O:12][CH3:13])[cH:10][c:11]12. The reactants are O (H2O), Cl.Cl.COC=1C=C(CN2C[C@@H](CC2)N)C=CC1 ((3R)-1-(3-methoxybenzyl)-3-pyrrolidinamine dihydrochloride), C(=O)([O-])[O-].[K+].[K+] (K2CO3), ClC=1N=CC(=NC1)/C=C/C(=O)OCC (ethyl (2E)-3-(5-chloro-2-pyrazinyl)acrylate). The solvent is CN1C(N(CC1)C)=O (1,3-dimethyl-2-imidazolidinone). Run at temperature 106 celsius, time 3 hour. Yields the product COC=1C=C(CN2C[C@@H](CC2)NC=2N=CC(=NC2)/C=C/C(=O)OCC)C=CC1 (ethyl (2E)-3-(5-{[(3R)-1-(3-methoxybenzyl)-3-pyrrolidinyl]amino}-2-pyrazinyl)acrylate). Yield: 73.5%. As a reaction SMILES: Cl[C:2]1[N:3]=[CH:4][C:5](/[CH:8]=[CH:9]/[C:10]([O:12][CH2:13][CH3:14])=[O:11])=[N:6][CH:7]=1.Cl.Cl.[CH3:17][O:18][C:19]1[CH:20]=[C:21]([CH:29]=[CH:30][CH:31]=1)[CH2:22][N:23]1[CH2:27][CH2:26][C@@H:25]([NH2:28])[CH2:24]1.C([O-])([O-])=O.[K+].[K+].O>CN1CCN(C)C1=O>[CH3:17][O:18][C:19]1[CH:20]=[C:21]([CH:29]=[CH:30][CH:31]=1)[CH2:22][N:23]1[CH2:27][CH2:26][C@@H:25]([NH:28][C:2]2[N:3]=[CH:4][C:5](/[CH:8]=[CH:9]/[C:10]([O:12][CH2:13][CH3:14])=[O:11])=[N:6][CH:7]=2)[CH2:24]1 |f:1.2.3,4.5.6|. Procedure details: To a mixture of ethyl (2E)-3-(5-chloro-2-pyrazinyl)acrylate (278 mg) in 1,3-dimethyl-2-imidazolidinone (2.78 mL) was added (3R)-1-(3-methoxybenzyl)-3-pyrrolidinamine dihydrochloride (547.5 mg) and K2CO3 (1.08 g), which was stirred at 106° C. for 3 hours. To the resultant was added H2O, which was extracted with ethyl acetate. The organic phase was washed with brine, dried over Na2SO4, filtered, and evaporated in vacuo. The residue was purified by column chromatography on silica gel to give ethyl ... Reactants: C1(=CC=CC=C1)N1C(=NC(=C1C1=CC=CC=C1)C1=CC=CC=C1)OCCCCCCCBr (1,4,5-triphenyl-2-(7-bromoheptyloxy)-imidazole), CP(OCC)OCC (diethyl methylphosphonite), CO (Methanol), O (water). Solvent: C1(=CC=CC=C1)C (toluene). The product is C(C)CCCCCCCOC=1N(C(=C(N1)C1=CC=CC=C1)C1=CC=CC=C1)C1=CC=CC=C1.CP([O-])=O (ethyl 7-(1,4,5-triphenyl-imidazol-2-yloxy)heptane methylphosphinate). Yield: 57.3%. RXN SMILES: [C:1]1([N:7]2[C:11]([C:12]3[CH:17]=[CH:16][CH:15]=[CH:14][CH:13]=3)=[C:10]([C:18]3[CH:23]=[CH:22][CH:21]=[CH:20][CH:19]=3)[N:9]=[C:8]2[O:24][CH2:25][CH2:26][CH2:27][CH2:28][CH2:29][CH2:30][CH2:31]Br)[CH:6]=[CH:5][CH:4]=[CH:3][CH:2]=1.[CH3:33][P:34]([O:38]CC)[O:35][CH2:36][CH3:37].CO.O>C1(C)C=CC=CC=1>[CH2:36]([CH2:31][CH2:30][CH2:29][CH2:28][CH2:27][CH2:26][CH2:25][O:24][C:8]1[N:7]([C:1]2[CH:2]=[CH:3][CH:4]=[CH:5][CH:6]=2)[C:11]([C:12]2[CH:17]=[CH:16][CH:15]=[CH:14][CH:13]=2)=[C:10]([C:18]2[CH:23]=[CH:22][CH:21]=[CH:20][CH:19]=2)[N:9]=1)[CH3:37].[CH3:33][PH:34](=[O:35])[O-:38] |f:5.6|. Reported procedure: A solution of 1,4,5-triphenyl-2-(7-bromoheptyloxy)-imidazole (1.75 g) and diethyl methylphosphonite (2.45 g) in toluene (10 ml) was heated at reflux temperature for 48 hours. Methanol and water were added and the mixture evaporated to an oil. This was chromatographed on silica gel (ethyl acetate/ethanol). The resulting oil slowly crystallised and was triturated with ether/petroleum ether, filtered then recrystallised from ethanol/ether to give ethyl 7-(1,4,5-triphenyl-imidazol-2-yloxy)heptane-me... Reactants: O1CCCC1 (tetrahydrofuran), ClC1=CC=C(C=C1)C1=CSC2=C1OC(=CC2=O)N2CCOCC2 (3-(4-chlorophenyl)-5-morpholino-7H-thieno[3,2-b]pyran-7-one), N12CCCCCC2=NCCC1 (1,8-diazabicyclo[5.4.0]undec-7-ene), F[B-](F)(F)F.C(C)(C)(C)[PH+](C(C)(C)C)C(C)(C)C (tri-tert-butylphosphonium tetrafluoroborate), C(C1=CC=CC=C1)N (benzyl amine). Reagents/catalysts: [C-]#[O+].[C-]#[O+].[C-]#[O+].[C-]#[O+].[C-]#[O+].[C-]#[O+].[Mo] (molybdenumhexacarbonyl), CC1=CC=CC=C1P(C2=CC=CC=C2C)C3=CC=CC=C3[CH2-].CC1=CC=CC=C1P(C2=CC=CC=C2C)C3=CC=CC=C3[CH2-].CC(=O)O.CC(=O)O.[Pd].[Pd] (trans-di(μ-acetato)bis[o-(di-o-tolyl-phosphino)benzyl]dipalladium (II)). Run at temperature 170 celsius. Product: C(C1=CC=CC=C1)NC(C1=CC=C(C=C1)C1=CSC2=C1OC(=CC2=O)N2CCOCC2)=O (N-benzyl-4-(5-morpholino-7-oxo-7H-thieno[3,2-b]pyran-3-yl)benzamide). RXN SMILES: Cl[C:2]1[CH:7]=[CH:6][C:5]([C:8]2[C:12]3[O:13][C:14]([N:18]4[CH2:23][CH2:22][O:21][CH2:20][CH2:19]4)=[CH:15][C:16](=[O:17])[C:11]=3[S:10][CH:9]=2)=[CH:4][CH:3]=1.F[B-](F)(F)F.C([PH+](C(C)(C)C)C(C)(C)C)(C)(C)C.[CH2:42]([NH2:49])[C:43]1[CH:48]=[CH:47][CH:46]=[CH:45][CH:44]=1.N12CCCN=C1CCCCC2.[O:61]1CCC[CH2:62]1>CC1C(P(C2C([CH2-])=CC=CC=2)C2C(C)=CC=CC=2)=CC=CC=1.CC1C(P(C2C([CH2-])=CC=CC=2)C2C(C)=CC=CC=2)=CC=CC=1.CC(O)=O.CC(O)=O.[Pd].[Pd].[C-]#[O+].[C-]#[O+].[C-]#[O+].[C-]#[O+].[C-]#[O+].[C-]#[O+].[Mo]>[CH2:42]([NH:49][C:62](=[O:61])[C:2]1[CH:7]=[CH:6][C:5]([C:8]2[C:12]3[O:13][C:14]([N:18]4[CH2:23][CH2:22][O:21][CH2:20][CH2:19]4)=[CH:15][C:16](=[O:17])[C:11]=3[S:10][CH:9]=2)=[CH:4][CH:3]=1)[C:43]1[CH:48]=[CH:47][CH:46]=[CH:45][CH:44]=1 |f:1.2,6.7.8.9.10.11,12.13.14.15.16.17.18|. Procedure details: A 2 mL conical microwave vial was charged with a magnetic stirring bar, 3-(4-chlorophenyl)-5-morpholino-7H-thieno[3,2-b]pyran-7-one (17) (80 mg, 230 μmol), trans-di(μ-acetato)bis[o-(di-o-tolyl-phosphino)benzyl]dipalladium (II) (6 mg, 7 μmol), tri-tert-butylphosphonium tetrafluoroborate (4 mg, 14 μmol), molybdenumhexacarbonyl (61 mg, 230 μmol), tetrahydrofuran (500 μL), benzyl amine (75 μL, 690 μmol) and 1,8-diazabicyclo[5.4.0]undec-7-ene (103 μL, 690 μmol). The reaction mixture was magnetically ... Starting materials: FC=1C(=NC(=NC1)O)N=CN(C)C (N′-(5-fluoro-2-hydroxypyrimidin-4-yl)-N,N-dimethylformamidine), C1(=CC=CC=C1)S(=O)(=O)Cl (benzene sulfonyl chloride). Run in N1=CC=CC=C1 (pyridine). Run at time 16 hour. Product: CN(C)C=NC1=NC(=NC=C1F)OS(=O)(=O)C1=CC=CC=C1 (Benzenesulfonic Acid 4-(dimethylamino-methyleneamino)-5-fluoro-pyrimidin-2-yl Ester). Isolated yield 50.8%. Reaction SMILES: [F:1][C:2]1[C:3]([N:9]=[CH:10][N:11]([CH3:13])[CH3:12])=[N:4][C:5]([OH:8])=[N:6][CH:7]=1.[C:14]1([S:20](Cl)(=[O:22])=[O:21])[CH:19]=[CH:18][CH:17]=[CH:16][CH:15]=1>N1C=CC=CC=1>[CH3:12][N:11]([CH:10]=[N:9][C:3]1[C:2]([F:1])=[CH:7][N:6]=[C:5]([O:8][S:20]([C:14]2[CH:19]=[CH:18][CH:17]=[CH:16][CH:15]=2)(=[O:22])=[O:21])[N:4]=1)[CH3:13]. Procedure details: To a suspension of N′-(5-fluoro-2-hydroxypyrimidin-4-yl)-N,N-dimethylformamidine (0.10 g, 0.54 mmol) in pyridine (2 mL) was added benzene sulfonyl chloride (0.106 g, 0.60 mmol) and the mixture was agitated on an orbital shaker for 16 h at room temperature. The reaction mixture was partitioned between EtOAc and saturated aq NaHCO3, and the organic phase was dried over solid MgSO4, filtered, and concentrated under reduced pressure. Purification by reverse phase chromatography (H2O/MeCN gradient) a... The reactants are ( W ), CNS(=O)(=O)C1=CC(=CC=C1)[N+](=O)[O-] (N-methyl-3-nitro-benzenesulfonamide). Reagents/catalysts: [Pd] (palladium on carbon). Run in C(C)(=O)OCC (ethyl acetate). Run at time 48 hour. The product is NC=1C=C(C=CC1)S(=O)(=O)NC (3-Amino-N-methyl-benzenesulfonamide). Isolated yield 56.6%. As a reaction SMILES: [CH3:1][NH:2][S:3]([C:6]1[CH:11]=[CH:10][CH:9]=[C:8]([N+:12]([O-])=O)[CH:7]=1)(=[O:5])=[O:4]>C(OCC)(=O)C.[Pd]>[NH2:12][C:8]1[CH:7]=[C:6]([S:3]([NH:2][CH3:1])(=[O:5])=[O:4])[CH:11]=[CH:10][CH:9]=1. Procedure details: A reaction vessel charged with the prepared N-methyl-3-nitro-benzenesulfonamide (4.2 g, 19.42 mmol) in 150 ml of ethyl acetate was further charged with 450 mg of 10% palladium on carbon. The reaction mixture was stirred under hydrogen atmosphere for 48 h, then was filtered through a pad of silica gel washing with EtOAc, and the filtrate was concentrated under reduced pressure. The free base was acidified to give 2.1 g, (˜11 mmol, 58% yield) of the title compound (a compound of formula (W) wherei... Reaction SMILES: [CH3:1][C:2]1[N:3]([C:8]2[CH:9]=[C:10]3[C:15](=[CH:16][CH:17]=2)[NH:14][C:13](=[O:18])[CH2:12][CH2:11]3)[CH:4]=[C:5]([CH3:7])[N:6]=1.[Br:19]Br.[OH-].[Na+]>S(=O)(=O)(O)O.S([O-])([O-])(=O)=O.[Ag+2]>[Br:19][C:16]1[CH:17]=[C:8]([N:3]2[CH:4]=[C:5]([CH3:7])[N:6]=[C:2]2[CH3:1])[CH:9]=[C:10]2[C:15]=1[NH:14][C:13](=[O:18])[CH2:12][CH2:11]2 |f:2.3,5.6|. The product is BrC=1C=C(C=C2CCC(NC12)=O)N1C(=NC(=C1)C)C (8-bromo-6-(2,4-dimethylimidazol-1-yl)-3,4-dihydro-2-(1H)-quinolone). The reagents and catalysts are S(=O)(=O)([O-])[O-].[Ag+2] (silver sulphate). Starting materials: [OH-].[Na+] (sodium hydroxide), CC=1N(C=C(N1)C)C=1C=C2CCC(NC2=CC1)=O (6-(2,4-dimethylimidazol-1-yl)-3,4-dihydro-2-(1H)-quinolone), BrBr (bromine). Reported procedure: To a stirred solution of 6-(2,4-dimethylimidazol-1-yl)-3,4-dihydro-2-(1H)-quinolone (0.2 g) in concentrated sulphuric acid (5 cm3) was added bromine (0.045 cm3) and silver sulphate (0.186 g). The mixture was stirred at room temperature for 16 hours, poured onto ice (20 g.) and the mixture brought to pH 10 with aqueous 5M sodium hydroxide solution and extracted with dichloromethane (100 cm3). The organic extract was dried (MgSO4), filtered and evaporated in vacuo to yield a white solid. This soli... Reaction conditions: time 16 hour. Run in S(O)(O)(=O)=O (sulphuric acid).